Dataset: the Open Reaction Database (ORD), a public repository of structured organic reaction records. Task: describe an organic reaction: reactants, conditions, products, and yield Starting materials: COC(=O)CBr, CC(C)(C)c1ccccc1OC1CN(C(=O)c2ccc(O)cc2)C1, O=C([O-])[O-], [K+], [K+], CN(C)C=O. The product is COC(=O)COc1ccc(C(=O)N2CC(Oc3ccccc3C(C)(C)C)C2)cc1. RXN SMILES: [Br:31][CH2:32][C:33](=[O:34])[O:35][CH3:36].[C:1]([CH3:2])([CH3:3])([CH3:4])[c:5]1[c:6]([O:7][CH:8]2[CH2:9][N:10]([C:12](=[O:13])[c:14]3[cH:15][cH:16][c:17]([OH:20])[cH:18][cH:19]3)[CH2:11]2)[cH:21][cH:22][cH:23][cH:24]1.[C:25](=[O:26])([O-:27])[O-:28].[K+:29].[K+:30].[O:37]=[CH:38][N:39]([CH3:40])[CH3:41]>>[C:1]([CH3:2])([CH3:3])([CH3:4])[c:5]1[c:6]([O:7][CH:8]2[CH2:9][N:10]([C:12](=[O:13])[c:14]3[cH:15][cH:16][c:17]([O:20][CH2:32][C:33](=[O:34])[O:35][CH3:36])[cH:18][cH:19]3)[CH2:11]2)[cH:21][cH:22][cH:23][cH:24]1. The reactants are C(C)OC(C1=CC=C(C=C1)C1=NC(=C(C=C1)OC)C#N)=O (4-(6-cyano-5-methoxy-pyridin-2-yl)-benzoic acid ethyl ester), [Li+].[I-] (LiI). Run in N1=C(C=C(C=C1C)C)C (collidine). Conditions: temperature 120 celsius. The product is C(C)OC(C1=CC=C(C=C1)C1=NC(=C(C=C1)O)C#N)=O (4-(6-cyano-5-hydroxy-pyridin-2-yl)-benzoic acid ethyl ester). Reaction SMILES: [CH2:1]([O:3][C:4](=[O:21])[C:5]1[CH:10]=[CH:9][C:8]([C:11]2[CH:16]=[CH:15][C:14]([O:17]C)=[C:13]([C:19]#[N:20])[N:12]=2)=[CH:7][CH:6]=1)[CH3:2].[Li+].[I-]>N1C(C)=CC(C)=CC=1C>[CH2:1]([O:3][C:4](=[O:21])[C:5]1[CH:6]=[CH:7][C:8]([C:11]2[CH:16]=[CH:15][C:14]([OH:17])=[C:13]([C:19]#[N:20])[N:12]=2)=[CH:9][CH:10]=1)[CH3:2] |f:1.2|. Procedure: A solution of 4-(6-cyano-5-methoxy-pyridin-2-yl)-benzoic acid ethyl ester from Example 13d in collidine is treated with LiI and heated at 120° C. for 24 h. The reaction mixture is evaporated, the residue is taken into water and neutralized with 1 N HCl. The resulting precipitate is collected and dried to give 4-(6-cyano-5-hydroxy-pyridin-2-yl)-benzoic acid ethyl ester. The reactants are [BH4-], COc1ccc(Oc2ccccc2Cl)cc1C=O, CO, [Na+]. Yields the product COc1ccc(Oc2ccccc2Cl)cc1CO. RXN SMILES: [BH4-:19].[CH3:1][O:2][c:3]1[c:4]([CH:5]=[O:6])[cH:7][c:8]([O:11][c:12]2[c:13]([Cl:18])[cH:14][cH:15][cH:16][cH:17]2)[cH:9][cH:10]1.[CH3:21][OH:22].[Na+:20]>>[CH3:1][O:2][c:3]1[c:4]([CH2:5][OH:6])[cH:7][c:8]([O:11][c:12]2[c:13]([Cl:18])[cH:14][cH:15][cH:16][cH:17]2)[cH:9][cH:10]1. Starting materials: CC1=NC(=CC(C1)=O)C (2,6-Dimethyl-4-pyridone), [N+](=O)(O)[O-] (nitric acid). Run in O (water). Yields the product [N+](=O)(O)[O-].CC1=NC(=CC(C1)=O)C (2,6-dimethyl-4-pyridone nitrate salt). Isolated yield 59.0%. Reaction SMILES: [CH3:1][C:2]1[CH2:7][C:6](=[O:8])[CH:5]=[C:4]([CH3:9])[N:3]=1.[N+:10]([O-:13])([OH:12])=[O:11]>O>[N+:10]([O-:13])([OH:12])=[O:11].[CH3:9][C:4]1[CH2:5][C:6](=[O:8])[CH:7]=[C:2]([CH3:1])[N:3]=1 |f:3.4|. Reported procedure: 2,6-Dimethyl-4-pyridone (Chem. Abs., 84, 4811x, (1976)) (52.56 g, 0.427 mol) was dissolved in water (100 ml) at 50° C., and fuming nitric acid (40 ml) was added dropwise. The mixture was cooled in ice for 45 minutes, and then the pale buff crystals were filtered off, washed with a little water, and sucked dry to give 2,6-dimethyl-4-pyridone nitrate salt, (46.79 g, 59%). This material was added in portions to a mixture of fuming sulphuric acid (23 ml) and fuming nitric acid (31 ml) at room temper... Starting materials: solution, BrCC1=CC=C(C=C1)C1=C(C=CC=C1)C1=NN=NN1C(C1=CC=CC=C1)(C1=CC=CC=C1)C1=CC=CC=C1 (5-(4'-(bromomethyl)-[1,1'-biphenyl]-2-yl]-1-(triphenylmethyl)-1H-tetrazole), C(CCC)C=1NC2=CC=C(C=C2C(N1)=O)C=CC(=O)OCC (ethyl 3-(2-butyl-1,4-dihydro-4-oxo-6-quinazolinyl)-2-propenoate), C[Si](C)(C)[N-][Si](C)(C)C.[Li+] (lithium bis(trimethylsilyl)amide). Run in C(C)(=O)OCC (ethyl acetate), O1CCCC1 (tetrahydrofuran), O1CCCC1 (tetrahydrofuran). Product: C(CCC)C1=NC2=CC=C(C=C2C(N1CC1=CC=C(C=C1)C1=C(C=CC=C1)C1=NN=NN1C(C1=CC=CC=C1)(C1=CC=CC=C1)C1=CC=CC=C1)=O)C=CC(=O)OCC (Ethyl 3-[2-butyl-3,4-dihydro-4-oxo-3-[[2'-[1-(triphenylmethyl) -1H-tetrazol-5-yl][1,1'-biphenyl]-4-yl]methyl]-6-quinazolinyl]-2-propenoate). Isolated yield 38.3%. RXN SMILES: [CH2:1]([C:5]1[NH:6][C:7]2[C:12]([C:13](=[O:15])[N:14]=1)=[CH:11][C:10]([CH:16]=[CH:17][C:18]([O:20][CH2:21][CH3:22])=[O:19])=[CH:9][CH:8]=2)[CH2:2][CH2:3][CH3:4].C[Si]([N-][Si](C)(C)C)(C)C.[Li+].Br[CH2:34][C:35]1[CH:40]=[CH:39][C:38]([C:41]2[CH:46]=[CH:45][CH:44]=[CH:43][C:42]=2[C:47]2[N:51]([C:52]([C:65]3[CH:70]=[CH:69][CH:68]=[CH:67][CH:66]=3)([C:59]3[CH:64]=[CH:63][CH:62]=[CH:61][CH:60]=3)[C:53]3[CH:58]=[CH:57][CH:56]=[CH:55][CH:54]=3)[N:50]=[N:49][N:48]=2)=[CH:37][CH:36]=1>O1CCCC1.C(OCC)(=O)C>[CH2:1]([C:5]1[N:14]([CH2:34][C:35]2[CH:36]=[CH:37][C:38]([C:41]3[CH:46]=[CH:45][CH:44]=[CH:43][C:42]=3[C:47]3[N:51]([C:52]([C:65]4[CH:70]=[CH:69][CH:68]=[CH:67][CH:66]=4)([C:59]4[CH:60]=[CH:61][CH:62]=[CH:63][CH:64]=4)[C:53]4[CH:58]=[CH:57][CH:56]=[CH:55][CH:54]=4)[N:50]=[N:49][N:48]=3)=[CH:39][CH:40]=2)[C:13](=[O:15])[C:12]2[C:7](=[CH:8][CH:9]=[C:10]([CH:16]=[CH:17][C:18]([O:20][CH2:21][CH3:22])=[O:19])[CH:11]=2)[N:6]=1)[CH2:2][CH2:3][CH3:4] |f:1.2|. Procedure details: To a suspension of 1.75 g of ethyl 3-(2-butyl-1,4-dihydro-4-oxo-6-quinazolinyl)-2-propenoate in 25 ml of dry tetrahydrofuran at room temperature is rapidly added 6.70 g of a 1.0M solution of lithium bis(trimethylsilyl)amide in tetrahydrofuran. After stirring for 20 minutes at room temperature 3.899 g of 5-(4'-(bromomethyl)-[1,1'-biphenyl]-2-yl]-1-(triphenylmethyl)-1H-tetrazole is rapidly added in one portion and the reaction mixture heated at reflux for 48 hours. After cooling to room temperatur... Starting materials: NNC(=O)c1cccnc1, CC(=O)O, CCO, CCOP(=O)(Cc1ccccc1C=O)OCC. RXN SMILES: [C:18]([c:19]1[cH:20][n:21][cH:22][cH:23][cH:24]1)(=[O:25])[NH:26][NH2:27].[CH3:28][C:29](=[O:30])[OH:31].[CH3:32][CH2:33][OH:34].[CH:1](=[O:2])[c:3]1[c:4]([CH2:5][P:6]([O:7][CH2:8][CH3:9])([O:10][CH2:11][CH3:12])=[O:13])[cH:14][cH:15][cH:16][cH:17]1>>[C:18]([c:19]1[cH:20][n:21][cH:22][cH:23][cH:24]1)([OH:25])=[N:26][NH2:27].[CH:1](=[O:2])[c:3]1[c:4]([CH2:5][P:6]([O:7][CH2:8][CH3:9])([O:10][CH2:11][CH3:12])=[O:13])[cH:14][cH:15][cH:16][cH:17]1. The product is NN=C(O)c1cccnc1, CCOP(=O)(Cc1ccccc1C=O)OCC. Procedure details: 2-Chloro-4,5-difluoro-α-oxo-benzenepropanoic acid ethyl ester (20 g, 76 mmol), triethylorthoformate (17.0 g, 115 mmol) and acetic anhydride (19.5 g, 191 mmol) were combined and heated to reflux for 3 hours. Excess solvent was removed in vacuo to provide the crude title product, which was used without purification. Starting materials: C(C)OC(C(CC1=C(C=C(C(=C1)F)F)Cl)=O)=O (2-Chloro-4,5-difluoro-α-oxo-benzenepropanoic acid ethyl ester), C(C)OC(OCC)OCC (triethylorthoformate), C(C)(=O)OC(C)=O (acetic anhydride). Yields the product C(C)OC(C(=COCC)C(C1=C(C=C(C(=C1)F)F)Cl)=O)=O (2-(2-Chloro-4,5-difluorobenzoyl)-3-ethoxy-2-propenoic acid ethyl ester). RXN SMILES: [CH2:1]([O:3][C:4](=[O:17])[C:5](=O)[CH2:6][C:7]1[CH:12]=[C:11]([F:13])[C:10]([F:14])=[CH:9][C:8]=1[Cl:15])[CH3:2].[CH2:18]([O:20][CH:21](OCC)OCC)[CH3:19].C(OC(=O)C)(=[O:30])C>>[CH2:1]([O:3][C:4](=[O:17])[C:5]([C:6](=[O:30])[C:7]1[CH:12]=[C:11]([F:13])[C:10]([F:14])=[CH:9][C:8]=1[Cl:15])=[CH:21][O:20][CH2:18][CH3:19])[CH3:2]. Reactants: ice water, C(C)N1N=C(C(=C1F)CO)C(F)(F)F ((1-ethyl-5-fluoro-3-trifluoromethyl-1H-pyrazol-4-yl)-methanol), P(Br)(Br)Br (phosphorus tribromide). The solvent is C(C)OCC (diethyl ether), C(C)OCC (diethyl ether). Conditions: temperature -10 celsius, time 8 hour. The product is crude product, BrCC=1C(=NN(C1F)CC)C(F)(F)F (4-bromomethyl-1-ethyl-5-fluoro-3-trifluoromethyl-1H-pyrazole). As a reaction SMILES: [CH2:1]([N:3]1[C:7]([F:8])=[C:6]([CH2:9]O)[C:5]([C:11]([F:14])([F:13])[F:12])=[N:4]1)[CH3:2].P(Br)(Br)[Br:16]>C(OCC)C>[Br:16][CH2:9][C:6]1[C:5]([C:11]([F:14])([F:13])[F:12])=[N:4][N:3]([CH2:1][CH3:2])[C:7]=1[F:8]. Procedure details: A solution of 9.1 g (42.9 mmoles) of (1-ethyl-5-fluoro-3-trifluoromethyl-1H-pyrazol-4-yl)-methanol dissolved in 100 ml of diethyl ether was cooled to −10° C. Thereto was added 12.2 g (45.0 mmoles) of phosphorus tribromide. The mixture was stirred at room temperature overnight to give rise to a reaction. After the completion of the reaction, the reaction mixture was poured into ice water and extraction with diethyl ether was conducted. The resulting organic layer was washed with an aqueous sodium...